Dataset: the Open Reaction Database (ORD), a public repository of structured organic reaction records. Task: describe an organic reaction: reactants, conditions, products, and yield Starting materials: BrBr (bromine), C1=CC=CC=2C3=CC=CC=C3NC12 (carbazole), Cl (HCl). Solvent: N1=CC=CC=C1 (pyridine). Conditions: temperature 0 celsius. Product: BrC=1C=CC=2NC3=CC=CC=C3C2C1 (3-bromocarbazole). Isolated yield 92.2%. As a reaction SMILES: [CH:1]1[C:13]2[NH:12][C:11]3[C:6](=[CH:7][CH:8]=[CH:9][CH:10]=3)[C:5]=2[CH:4]=[CH:3][CH:2]=1.[Br:14]Br.Cl>N1C=CC=CC=1>[Br:14][C:3]1[CH:2]=[CH:1][C:13]2[NH:12][C:11]3[C:6]([C:5]=2[CH:4]=1)=[CH:7][CH:8]=[CH:9][CH:10]=3. Reported procedure: A 250 ml, three-necked, round bottom flask was fitted with mechanical stirrer, addition funnel and reflux condenser (with drying tube). To the flask was added 16.7 g (0.10 mole) of carbazole and 100 ml of pyridine. The resulting mixture was stirred at 0° C. and 17.7 g (0.12 mole) of bromine was added dropwise over a period of 35 min. After stirring at 0° C. for an additional 1 hr, the resulting red mixture was poured into 600 ml of 3 N--HCl solution. The resulting precipitate was collected by fi...